The task is: describe an organic reaction: reactants, conditions, products, and yield. This data is from the Open Reaction Database (ORD), a public repository of structured organic reaction records. Reactants: CSCN1N=NC=2N(C1=O)C=NC2C(=O)O (3-(Methylthiomethyl)-4-oxo-3,4-dihydroimidazo[5,1-d][1,2,3,5]tetrazine-8-carboxylic acid), C(C)N=C=NCCCN(C)C (1-ethyl-3-(3′-dimethylaminopropyl)carbodiimide), C(C1=CC=CC=C1)(=O)NN (benzohydrazide). Solvent: C(C)#N (acetonitrile). Run at time 1 minute. Yields the product C(C1=CC=CC=C1)(=O)NNC(=O)C=1N=CN2C1N=NN(C2=O)CSC (N′-Benzoyl-3-(methylthiomethyl)-4-oxo-3,4-dihydroimidazo[5,1-d][1,2,3,5]tetrazine-8-carbohydrazide). Yield: 65.0%. Reaction SMILES: [CH3:1][S:2][CH2:3][N:4]1[C:9](=[O:10])[N:8]2[CH:11]=[N:12][C:13]([C:14]([OH:16])=O)=[C:7]2[N:6]=[N:5]1.C(N=C=NCCCN(C)C)C.[C:28]([NH:36][NH2:37])(=[O:35])[C:29]1[CH:34]=[CH:33][CH:32]=[CH:31][CH:30]=1>C(#N)C>[C:28]([NH:36][NH:37][C:14]([C:13]1[N:12]=[CH:11][N:8]2[C:9](=[O:10])[N:4]([CH2:3][S:2][CH3:1])[N:5]=[N:6][C:7]=12)=[O:16])(=[O:35])[C:29]1[CH:34]=[CH:33][CH:32]=[CH:31][CH:30]=1. Procedure details: 3-(Methylthiomethyl)-4-oxo-3,4-dihydroimidazo[5,1-d][1,2,3,5]tetrazine-8-carboxylic acid (0.73 mmol, 175 mg, 1 eq.), 1-ethyl-3-(3′-dimethylaminopropyl)carbodiimide (EDCI) (0.76 mmol, 146 mg, 1.05 eq.) and benzohydrazide (0.76 mmol, 104 mg, 1.05 eq.) were placed in a round bottom flask and dissolved in acetonitrile (3 mL). A suspension developed 1 minute after starting room temperature stirring and it was stirred for further 90 minutes. The reaction mixture was filtered and the obtained solid was... The reactants are CC(=O)c1cc(Br)cc([N+](=O)[O-])c1O, O=C([O-])[O-], COS(=O)(=O)OC, CC(C)=O, CCOC(C)=O, [K+], [K+], O. Product: COc1c(C(C)=O)cc(Br)cc1[N+](=O)[O-]. Reaction SMILES: [Br:1][c:2]1[cH:3][c:4]([N+:12](=[O:13])[O-:14])[c:5]([OH:11])[c:6]([C:8]([CH3:9])=[O:10])[cH:7]1.[C:22](=[O:23])([O-:24])[O-:25].[CH3:15][O:16][S:17](=[O:18])(=[O:19])[O:20][CH3:21].[CH3:28][C:29](=[O:30])[CH3:31].[CH3:32][CH2:33][O:34][C:35](=[O:36])[CH3:37].[K+:26].[K+:27].[OH2:38]>>[Br:1][c:2]1[cH:3][c:4]([N+:12](=[O:13])[O-:14])[c:5]([O:11][CH3:15])[c:6]([C:8]([CH3:9])=[O:10])[cH:7]1. Reactants: FC1=CC=C(C(=O)\N=C\2/NC3=C(N2[C@H]2CC[C@H](CC2)C(=O)N2C4CN(CC2CC4)C(=O)OC(C)(C)C)C=C(C=C3)CN3CCC(CC3)C(C)(C)O)C=C1 (tert-butyl 8-(cis-4-((E)-2-(4-fluorobenzoylimino)-6-((4-(2-hydroxypropan-2-yl)piperidin-1-yl)methyl)-2,3-dihydro-1H-benzo[d]imidazol-1-yl)cyclohexanecarbonyl)-3,8-diazabicyclo[3.2.1]octane-3-carboxylate), Cl (HCl), O1CCOCC1 (dioxane). Solvent: C(Cl)Cl (DCM). Reaction conditions: time 8 hour. Product: Cl.Cl.C12CNCC(CC1)N2C(=O)[C@H]2CC[C@H](CC2)N2\C(\NC1=C2C=C(C=C1)CN1CCC(CC1)C(C)(C)O)=N\C(C1=CC=C(C=C1)F)=O ((E)-N-(1-(cis-4-(3,8-diazabicyclo[3.2.1]octane-8-carbonyl)cyclohexyl)-6-((4-(2-hydroxypropan-2-yl)piperidin-1-yl)methyl)-1H-benzo[d]imidazol-2(3H)-ylidene)-4-fluorobenzamide dihydrochloride). The yield is 101.0%. Reaction SMILES: [F:1][C:2]1[CH:53]=[CH:52][C:5]([C:6](/[N:8]=[C:9]2\[NH:10][C:11]3[CH:40]=[CH:39][C:38]([CH2:41][N:42]4[CH2:47][CH2:46][CH:45]([C:48]([OH:51])([CH3:50])[CH3:49])[CH2:44][CH2:43]4)=[CH:37][C:12]=3[N:13]\2[C@@H:14]2[CH2:19][CH2:18][C@H:17]([C:20]([N:22]3[CH:27]4[CH2:28][CH2:29][CH:23]3[CH2:24][N:25](C(OC(C)(C)C)=O)[CH2:26]4)=[O:21])[CH2:16][CH2:15]2)=[O:7])=[CH:4][CH:3]=1.[ClH:54].O1CCOCC1>C(Cl)Cl>[ClH:54].[ClH:54].[CH:23]12[N:22]([C:20]([C@@H:17]3[CH2:18][CH2:19][C@H:14]([N:13]4[C:12]5[CH:37]=[C:38]([CH2:41][N:42]6[CH2:43][CH2:44][CH:45]([C:48]([OH:51])([CH3:50])[CH3:49])[CH2:46][CH2:47]6)[CH:39]=[CH:40][C:11]=5[NH:10]/[C:9]/4=[N:8]\[C:6](=[O:7])[C:5]4[CH:52]=[CH:53][C:2]([F:1])=[CH:3][CH:4]=4)[CH2:15][CH2:16]3)=[O:21])[CH:27]([CH2:28][CH2:29]1)[CH2:26][NH:25][CH2:24]2 |f:4.5.6|. Procedure details: To a solution of tert-butyl 8-(cis-4-((E)-2-(4-fluorobenzoylimino)-6-((4-(2-hydroxypropan-2-yl)piperidin-1-yl)methyl)-2,3-dihydro-1H-benzo[d]imidazol-1-yl)cyclohexanecarbonyl)-3,8-diazabicyclo[3.2.1]octane-3-carboxylate (70 mg, 0.096 mmol) in DCM (2 mL) was added 4 M HCl in dioxane (0.120 mL, 0.479 mmol). The suspension was stirred overnight at RT. After 16 hours, the reaction was concentrated to provide (E)-N-(1-(cis-4-(3,8-diazabicyclo[3.2.1]octane-8-carbonyl)cyclohexyl)-6-((4-(2-hydroxypropan... The reactants are anhydride, N[C@@H](CC(N)=O)C(=O)OC(C)(C)C (H-Asn-OtBu), anhydride, N([C@@H](CCC(OC(C)(C)C)=O)C(=O)O)C(=O)OCC1=CC=CC=C1 (Z-Glu(OtBu)-OH). The product is N([C@@H](CCC(OC(C)(C)C)=O)C(=O)N[C@@H](CC(N)=O)C(=O)OC(C)(C)C)C(=O)OCC1=CC=CC=C1 (Z-Glu(OtBu)-Asn-OtBu). RXN SMILES: [NH:1]([C:15]([O:17][CH2:18][C:19]1[CH:24]=[CH:23][CH:22]=[CH:21][CH:20]=1)=[O:16])[C@H:2]([C:12]([OH:14])=O)[CH2:3][CH2:4][C:5](=[O:11])[O:6][C:7]([CH3:10])([CH3:9])[CH3:8].[NH2:25][C@H:26]([C:31]([O:33][C:34]([CH3:37])([CH3:36])[CH3:35])=[O:32])[CH2:27][C:28](=[O:30])[NH2:29]>>[NH:1]([C:15]([O:17][CH2:18][C:19]1[CH:24]=[CH:23][CH:22]=[CH:21][CH:20]=1)=[O:16])[C@H:2]([C:12]([NH:25][C@H:26]([C:31]([O:33][C:34]([CH3:37])([CH3:36])[CH3:35])=[O:32])[CH2:27][C:28](=[O:30])[NH2:29])=[O:14])[CH2:3][CH2:4][C:5](=[O:11])[O:6][C:7]([CH3:8])([CH3:9])[CH3:10]. Procedure details: Fragment I was prepared by stepwise chain elongation using the mixed anhydride procedure at -15° C. with careful temperature control. As seen in the scheme of FIG. 2 mixed anhydride (M.A.) coupling (isobutylchloroformate) of Z-Glu(OtBu)-OH with H-Asn-OtBu provided Z-Glu(OtBu)-Asn-OtBu. Catalytic hydrogenation (10% Pd-C) of this compound cleaved the N-terminal protective group and the dipeptide was coupled to Z-Ala-OH using mixed anhydride coupling to give Z-Ala-Glu (OtBu)-Asn-OtBu. The N-termina... Starting materials: Cl.C(CCC)OC1CNC1 (3-Butoxyazetidine hydrochloride), CCN=C=NCCCN(C)C (EDCI), C=1C=CC2=C(C1)N=NN2O (HOBt), C(C)(C)N(CC)C(C)C (diisopropylethylamine), Cl.O=C1CCC=2C=C(C=NC2N1)/C=C/C(=O)O ((E)-3-(7-oxo-5,6,7,8-tetrahydro-1,8-naphthyridin-3-yl)-acrylic acid hydrochloride). The solvent is CN(C=O)C (dimethylformamide), O (water), C(C)(=O)OCC (ethyl acetate). Conditions: time 8 hour. The product is C(CCC)OC1CN(C1)C(/C=C/C=1C=C2CCC(NC2=NC1)=O)=O ((E)-6-[3-(3-Butoxyazetidin-1-yl)-3-oxoprop-1-enyl]-3,4-dihydro-1,8-naphthyridin-2(1H)-one), solid. The yield is 23.0%. RXN SMILES: Cl.[CH2:2]([O:6][CH:7]1[CH2:10][NH:9][CH2:8]1)[CH2:3][CH2:4][CH3:5].CCN=C=NCCCN(C)C.C1C=CC2N(O)N=NC=2C=1.C(N(C(C)C)CC)(C)C.Cl.[O:42]=[C:43]1[NH:52][C:51]2[N:50]=[CH:49][C:48](/[CH:53]=[CH:54]/[C:55](O)=[O:56])=[CH:47][C:46]=2[CH2:45][CH2:44]1>CN(C)C=O.O.C(OCC)(=O)C>[CH2:2]([O:6][CH:7]1[CH2:10][N:9]([C:55](=[O:56])/[CH:54]=[CH:53]/[C:48]2[CH:47]=[C:46]3[C:51](=[N:50][CH:49]=2)[NH:52][C:43](=[O:42])[CH2:44][CH2:45]3)[CH2:8]1)[CH2:3][CH2:4][CH3:5] |f:0.1,5.6|. Reported procedure: 3-Butoxyazetidine hydrochloride (100 mg, 0.6 mmol), EDCI (113 mg, 0.6 mmol), HOBt (80 mg, 0.6 mmol) and diisopropylethylamine (170 μL, 1.0 mmol) were successively added to a solution of (E)-3-(7-oxo-5,6,7,8-tetrahydro-1,8-naphthyridin-3-yl)-acrylic acid hydrochloride (100 mg, 0.4 mmol) in dimethylformamide (10 mL) at room temperature. The reaction mixture was stirred overnight and then partioned between ethyl acetate (30 mL) and water (30 mL). The aqueous layer was separated and extracted succes... The reactants are FC(CO)(F)F (2,2,2-trifluoroethanol), C1CC(=O)N(C1=O)OC(=O)ON2C(=O)CCC2=O (N,N′-disuccinimidyl carbonate), N[C@H](C(=O)NCCC[C@@H](CO)N(CC(C)C)S(=O)(=O)C1=CC=C(C=C1)N)CC1=CC=CC2=CC=CC=C12 ((2S,4S)-2-amino-N-{4-[(4-amino-benzenesulfonyl)-isobutyl-amino]-5-hydroxy-pentyl}-3-naphthalen-1-yl-propionamide), product, FC(COC(ON1C(CCC1=O)=O)=O)(F)F (carbonic acid 2,5-dioxo-pyrrolidin-1-yl ester 2,2,2-trifluoroethyl ester). Solvent: C(C)(=O)OCC (Ethyl acetate), O1CCCC1 (tetrahydrofuran), C(C)N(CC)CC (triethylamine), C(=O)([O-])[O-].[K+].[K+] (K2CO3), C1CCOC1 (THF). Run at time 24 hour. Product: FC(COC(N[C@@H](CC1=CC=CC2=CC=CC=C12)C(NCCC[C@@H](CO)N(CC(C)C)S(=O)(=O)C1=CC=C(C=C1)N)=O)=O)(F)F ((1S,4S)-(1-{4-[(4-Amino-benzenesulfonyl)-isobutyl-amino]-5-hydroxy-pentylcarbamoyl}-2-naphthalen-1-yl-ethyl)-carbamic Acid 2,2,2-Trifluoro-ethyl Ester). Reaction SMILES: [NH2:1][C@@H:2]([CH2:27][C:28]1[C:37]2[C:32](=[CH:33][CH:34]=[CH:35][CH:36]=2)[CH:31]=[CH:30][CH:29]=1)[C:3]([NH:5][CH2:6][CH2:7][CH2:8][C@H:9]([N:12]([S:17]([C:20]1[CH:25]=[CH:24][C:23]([NH2:26])=[CH:22][CH:21]=1)(=[O:19])=[O:18])[CH2:13][CH:14]([CH3:16])[CH3:15])[CH2:10][OH:11])=[O:4].[F:38][C:39]([F:53])([F:52])[CH2:40][O:41][C:42](=O)[O:43]N1C(=O)CCC1=O.FC(F)(F)CO.C1C(=O)N(OC(ON2C(=O)CCC2=O)=O)C(=O)C1>C([O-])([O-])=O.[K+].[K+].C1COCC1.C(OCC)(=O)C.C(N(CC)CC)C>[F:38][C:39]([F:53])([F:52])[CH2:40][O:41][C:42](=[O:43])[NH:1][C@H:2]([C:3](=[O:4])[NH:5][CH2:6][CH2:7][CH2:8][C@H:9]([N:12]([S:17]([C:20]1[CH:21]=[CH:22][C:23]([NH2:26])=[CH:24][CH:25]=1)(=[O:19])=[O:18])[CH2:13][CH:14]([CH3:16])[CH3:15])[CH2:10][OH:11])[CH2:27][C:28]1[C:37]2[C:32](=[CH:33][CH:34]=[CH:35][CH:36]=2)[CH:31]=[CH:30][CH:29]=1 |f:4.5.6|. Procedure: To a stirred solution of (2S,4S)-2-amino-N-{4-[(4-amino-benzenesulfonyl)-isobutyl-amino]-5-hydroxy-pentyl}-3-naphthalen-1-yl-propionamide (0.09 g, 0.17 mmol, product of example 8) in K2CO3 1M (3 mL) and THF (1 mL) was added carbonic acid 2,5-dioxo-pyrrolidin-1-yl ester 2,2,2-trifluoroethyl ester (0.05 g, 0.20 mmol), prepared from 2,2,2-trifluoroethanol, N,N′-disuccinimidyl carbonate and triethylamine in tetrahydrofuran. The mixture was stirred to room temperature for 24 h. Ethyl acetate was adde... The reactants are ClC=1C=C(C=CC1Cl)C1=NC=CN=C1 (2-(3,4-dichlorophenyl)pyrazine), CC(C)C[AlH]CC(C)C (DIBAL-H). The solvent is C1CCOC1 (THF). Conditions: time 1 hour. Product: ClC=1C=C(C=CC1Cl)C1NCCNC1 (2-(3,4-dichloro-phenyl)piperazine). Isolated yield 40.0%. Reaction SMILES: [Cl:1][C:2]1[CH:3]=[C:4]([C:9]2[CH:14]=[N:13][CH:12]=[CH:11][N:10]=2)[CH:5]=[CH:6][C:7]=1[Cl:8].CC(C[AlH]CC(C)C)C>C1COCC1>[Cl:1][C:2]1[CH:3]=[C:4]([CH:9]2[CH2:14][NH:13][CH2:12][CH2:11][NH:10]2)[CH:5]=[CH:6][C:7]=1[Cl:8]. Procedure details: To a solution of 2-(3,4-dichlorophenyl)pyrazine (10 g, 44.43 mmol) in dry THF (150 mL) was added slowly a solution of DIBAL-H (1M in THF, 444.3 mL) through a dropping funnel at 10° C. under N2. The color of solution turned into red wine at the end of addition. The solution was gradually warmed up to room temperature overnight. After completion (checked by TLC) the reaction was quenched slowly by the addition of saturated Na2SO4 solution until no more H2 evolved. White precipitate was formed afte... The reactants are COC(CN(C(=O)CCOCCc1cccc(-c2cnn(C)c2)c1)C1CCCCC1)OC, C1CCOC1, O, Cc1ccc(S(=O)(=O)O)cc1. The product is Cn1cc(-c2cccc(CCOCCC(=O)N(CC=O)C3CCCCC3)c2)cn1. RXN SMILES: [CH:1]1([N:7]([C:8]([CH2:9][CH2:10][O:11][CH2:12][CH2:13][c:14]2[cH:15][c:16](-[c:20]3[cH:21][n:22][n:23]([CH3:25])[cH:24]3)[cH:17][cH:18][cH:19]2)=[O:26])[CH2:27][CH:28]([O:29][CH3:32])[O:30][CH3:31])[CH2:2][CH2:3][CH2:4][CH2:5][CH2:6]1.[O:45]1[CH2:46][CH2:47][CH2:48][CH2:49]1.[OH2:33].[c:34]1([CH3:35])[cH:36][cH:37][c:38]([S:39]([OH:40])(=[O:41])=[O:42])[cH:43][cH:44]1>>[CH:1]1([N:7]([C:8]([CH2:9][CH2:10][O:11][CH2:12][CH2:13][c:14]2[cH:15][c:16](-[c:20]3[cH:21][n:22][n:23]([CH3:25])[cH:24]3)[cH:17][cH:18][cH:19]2)=[O:26])[CH2:27][CH:28]=[O:29])[CH2:2][CH2:3][CH2:4][CH2:5][CH2:6]1.